From a dataset of the Open Reaction Database (ORD), a public repository of structured organic reaction records. describe an organic reaction: reactants, conditions, products, and yield The reactants are CC(C)=C(Cl)N(C)C, ClCCl, CN1CCC(Oc2cc(Oc3ccc(C(=O)N4CCC4)nc3)cc(C(=O)O)c2)C1=O, Nc1ccccn1, c1ccncc1. Yields the product CN1CCC(Oc2cc(Oc3ccc(C(=O)N4CCC4)nc3)cc(C(=O)Nc3ccccn3)c2)C1=O. RXN SMILES: [Cl:1][C:2]([N:3]([CH3:4])[CH3:5])=[C:6]([CH3:7])[CH3:8].[Cl:52][CH2:53][Cl:54].[N:9]1([C:13](=[O:14])[c:15]2[cH:16][cH:17][c:18]([O:21][c:22]3[cH:23][c:24]([C:25](=[O:26])[OH:27])[cH:28][c:29]([O:31][CH:32]4[C:33](=[O:38])[N:34]([CH3:37])[CH2:35][CH2:36]4)[cH:30]3)[cH:19][n:20]2)[CH2:10][CH2:11][CH2:12]1.[NH2:39][c:40]1[n:41][cH:42][cH:43][cH:44][cH:45]1.[cH:46]1[cH:47][cH:48][n:49][cH:50][cH:51]1>>[N:9]1([C:13](=[O:14])[c:15]2[cH:16][cH:17][c:18]([O:21][c:22]3[cH:23][c:24]([C:25](=[O:26])[NH:39][c:40]4[n:41][cH:42][cH:43][cH:44][cH:45]4)[cH:28][c:29]([O:31][CH:32]4[C:33](=[O:38])[N:34]([CH3:37])[CH2:35][CH2:36]4)[cH:30]3)[cH:19][n:20]2)[CH2:10][CH2:11][CH2:12]1. Starting materials: C1(CC1)C=1C=CC(=NC1OCC1CC1)C(=O)O (5-cyclopropyl-6-cyclopropylmethyloxy-pyridine-2-carboxylic acid), Cl.NC(C)(C)C1=NC(=NO1)N (5-(1-Amino-1-methyl-ethyl)-[1,2,4]oxadiazol-3-ylamine hydrochloride). Yields the product NC1=NOC(=N1)C(C)(C)NC(=O)C1=NC(=C(C=C1)C1CC1)OCC1CC1 (5-Cyclopropyl-6-cyclopropylmethoxy-pyridine-2-carboxylic acid [1-(3-amino-[1,2,4]oxadiazol-5-yl)-1-methyl-ethyl]-amide). Reaction SMILES: [CH:1]1([C:4]2[CH:5]=[CH:6][C:7]([C:15]([OH:17])=O)=[N:8][C:9]=2[O:10][CH2:11][CH:12]2[CH2:14][CH2:13]2)[CH2:3][CH2:2]1.Cl.[NH2:19][C:20]([C:23]1[O:27][N:26]=[C:25]([NH2:28])[N:24]=1)([CH3:22])[CH3:21]>>[NH2:28][C:25]1[N:24]=[C:23]([C:20]([NH:19][C:15]([C:7]2[CH:6]=[CH:5][C:4]([CH:1]3[CH2:2][CH2:3]3)=[C:9]([O:10][CH2:11][CH:12]3[CH2:13][CH2:14]3)[N:8]=2)=[O:17])([CH3:22])[CH3:21])[O:27][N:26]=1 |f:1.2|. Procedure: The title compound was synthesized in analogy to Example 1, using 5-cyclopropyl-6-cyclopropylmethyloxy-pyridine-2-carboxylic acid (Example 42a) and 5-(1-amino-1-methyl-ethyl)-[1,2,4]oxadiazol-3-ylamine hydrochloride (1:1) (Example 309 b) as starting materials, LC-MS (UV peak area/ESI) 100%, 358.1872 (M+H)+. Reactants: IC=1C(=NN(C1)CC1=CC=C(C=C1)OC)C1=CC(=CC=C1)[N+](=O)[O-] (4-iodo-1-(4-methoxybenzyl)-3-(3-nitrophenyl)-1H-pyrazole), CC1(OB(OC1(C)C)C1=CC=NC=C1)C (4-(4,4,5,5-tetramethyl-1,3,2-dioxaborolan-2-yl)pyridine), C([O-])([O-])=O.[Cs+].[Cs+] (cesium carbonate). The reagents and catalysts are C=1C=CC(=CC1)[P](C=2C=CC=CC2)(C=3C=CC=CC3)[Pd]([P](C=4C=CC=CC4)(C=5C=CC=CC5)C=6C=CC=CC6)([P](C=7C=CC=CC7)(C=8C=CC=CC8)C=9C=CC=CC9)[P](C=1C=CC=CC1)(C=1C=CC=CC1)C=1C=CC=CC1 (palladium tetrakis). Run in O1CCOCC1 (dioxane), O (water). The product is COC1=CC=C(CN2N=C(C(=C2)C2=CC=NC=C2)C2=CC(=CC=C2)[N+](=O)[O-])C=C1 (4-[1-(4-methoxybenzyl)-3-(3-nitrophenyl)-1H-pyrazol-4-yl]pyridine). RXN SMILES: I[C:2]1[C:3]([C:16]2[CH:21]=[CH:20][CH:19]=[C:18]([N+:22]([O-:24])=[O:23])[CH:17]=2)=[N:4][N:5]([CH2:7][C:8]2[CH:13]=[CH:12][C:11]([O:14][CH3:15])=[CH:10][CH:9]=2)[CH:6]=1.CC1(C)C(C)(C)OB([C:33]2[CH:38]=[CH:37][N:36]=[CH:35][CH:34]=2)O1.C(=O)([O-])[O-].[Cs+].[Cs+]>O1CCOCC1.O.C1C=CC([P]([Pd]([P](C2C=CC=CC=2)(C2C=CC=CC=2)C2C=CC=CC=2)([P](C2C=CC=CC=2)(C2C=CC=CC=2)C2C=CC=CC=2)[P](C2C=CC=CC=2)(C2C=CC=CC=2)C2C=CC=CC=2)(C2C=CC=CC=2)C2C=CC=CC=2)=CC=1>[CH3:15][O:14][C:11]1[CH:12]=[CH:13][C:8]([CH2:7][N:5]2[CH:6]=[C:2]([C:33]3[CH:38]=[CH:37][N:36]=[CH:35][CH:34]=3)[C:3]([C:16]3[CH:21]=[CH:20][CH:19]=[C:18]([N+:22]([O-:24])=[O:23])[CH:17]=3)=[N:4]2)=[CH:9][CH:10]=1 |f:2.3.4,^1:56,58,77,96|. Procedure details: To a solution of 100 mg (0.23 mol) of 4-iodo-1-(4-methoxybenzyl)-3-(3-nitrophenyl)-1H-pyrazole in 16 ml of dioxane and 4 ml of water, 90 mg (0.46 mmol) of 4-(4,4,5,5-tetramethyl-1,3,2-dioxaborolan-2-yl)pyridine, 52 mg (0.046 mmol) of palladium tetrakis and 150 mg (0.46 mmol) mg of cesium carbonate were added successively. The mixture was submitted to microwave irradiation at 120° C. for 30 minutes in a sealed vial. The reaction was filtered through a celite pad and the solvent evaporated to dryn... Reactants: C(C)OC(=O)[C@H]1[C@@H](C[C@H](C1)OS(=O)(=O)C)C(=O)N1CC(CC1)(F)F ((1R,2R,4R)-2-(3,3-Difluoro-pyrrolidine-1-carbonyl)-4-methanesulfonyloxy-cyclopentanecarboxylic acid ethyl ester), SC=1N=NC(=CC1)C (3-mercapto-6-methylpyridazine), yellow liquid. Product: C(C)OC(=O)[C@H]1[C@@H](C[C@@H](C1)SC=1N=NC(=CC1)C)C(=O)N1CC(CC1)(F)F ((1R,2R,4S)-2-(3,3-Difluoro-pyrrolidine-1-carbonyl)-4-(6-methyl-pyridazin-3-ylsulfanyl)-cyclopentanecarboxylic acid ethyl ester). RXN SMILES: [CH2:1]([O:3][C:4]([C@@H:6]1[CH2:10][C@H:9](OS(C)(=O)=O)[CH2:8][C@H:7]1[C:16]([N:18]1[CH2:22][CH2:21][C:20]([F:24])([F:23])[CH2:19]1)=[O:17])=[O:5])[CH3:2].[SH:25][C:26]1[N:27]=[N:28][C:29]([CH3:32])=[CH:30][CH:31]=1>>[CH2:1]([O:3][C:4]([C@@H:6]1[CH2:10][C@@H:9]([S:25][C:26]2[N:27]=[N:28][C:29]([CH3:32])=[CH:30][CH:31]=2)[CH2:8][C@H:7]1[C:16]([N:18]1[CH2:22][CH2:21][C:20]([F:23])([F:24])[CH2:19]1)=[O:17])=[O:5])[CH3:2]. Procedure details: The title compound was prepared in analogy to example 68/69 step 8 using (1R,2R,4R)-2-(3,3-Difluoro-pyrrolidine-1-carbonyl)-4-methanesulfonyloxy-cyclopentanecarboxylic acid ethyl ester (example 186 step 3) and 3-mercapto-6-methylpyridazine. Light yellow liquid (43%). MS (EI): 400.2 (M+H)+. Starting materials: ClC=1C=CC(=C(C1)C1=CC(N(C=C1OC)C(C(=O)OC(C)(C)C)=CC1(CC1)C)=O)C#N (tert-butyl 2-[4-(5-chloro-2-cyanophenyl)-5-methoxy-2-oxopyridin-1(2H)-yl]-3-(1-methylcyclopropyl)prop-2-enoate). Run in [Cl-].[NH4+] (ammonium chloride). Reaction conditions: time 2 hour. Product: ClC=1C=CC(=C(C1)C1=CC(N(C=C1OC)C(C(=O)OC(C)(C)C)CC1(CC1)C)=O)C#N (tert-Butyl 2-[4-(5-chloro-2-cyanophenyl)-5-methoxy-2-oxopyridin-1(2H)-yl]-3-(1-methylcyclopropyl)propanoate). As a reaction SMILES: [Cl:1][C:2]1[CH:3]=[CH:4][C:5]([C:30]#[N:31])=[C:6]([C:8]2[C:13]([O:14][CH3:15])=[CH:12][N:11]([C:16](=[CH:24][C:25]3([CH3:28])[CH2:27][CH2:26]3)[C:17]([O:19][C:20]([CH3:23])([CH3:22])[CH3:21])=[O:18])[C:10](=[O:29])[CH:9]=2)[CH:7]=1>[Cl-].[NH4+]>[Cl:1][C:2]1[CH:3]=[CH:4][C:5]([C:30]#[N:31])=[C:6]([C:8]2[C:13]([O:14][CH3:15])=[CH:12][N:11]([CH:16]([CH2:24][C:25]3([CH3:28])[CH2:27][CH2:26]3)[C:17]([O:19][C:20]([CH3:22])([CH3:23])[CH3:21])=[O:18])[C:10](=[O:29])[CH:9]=2)[CH:7]=1 |f:1.2|. Reported procedure: At RT, 257 mg (583 μmol) of tert-butyl 2-[4-(5-chloro-2-cyanophenyl)-5-methoxy-2-oxopyridin-1(2H)-yl]-3-(1-methylcyclopropyl)prop-2-enoate (isomer mixture) were admixed with 30 ml of a “Hot Stryker's” reagent solution [B. A. Baker et al. Org. Lett. 2008, 10, 289-292]. The reaction mixture was stirred at RT for 2 h, and 20 ml of saturated aqueous ammonium chloride solution were then added. The phases were separated and the aqueous phase was extracted three times with 25 ml of ethyl acetate. The c... Starting materials: ClC1=CC=NC2=CC(=C(C=C12)OC)OC (4-Chloro-6,7-dimethoxyquinoline), OC=1C=C2C=C(NC2=CC1)C(=O)OCC (ethyl 5-hydroxy-1H-2-indolecarboxylate), O (water). Reagents/catalysts: CN(C1=CC=NC=C1)C (4-dimethylaminopyridine). Run in CC=1C=CC=CC1C (o-xylene). The product is COC=1C=C2C(=CC=NC2=CC1OC)OC=1C=C2C=C(NC2=CC1)C(=O)OCC (Ethyl 5-[(6,7-dimethoxy-4-quinolyl)oxy]-1H-2-indolecarboxylate). The yield is 30.4%. As a reaction SMILES: Cl[C:2]1[C:11]2[C:6](=[CH:7][C:8]([O:14][CH3:15])=[C:9]([O:12][CH3:13])[CH:10]=2)[N:5]=[CH:4][CH:3]=1.[OH:16][C:17]1[CH:18]=[C:19]2[C:23](=[CH:24][CH:25]=1)[NH:22][C:21]([C:26]([O:28][CH2:29][CH3:30])=[O:27])=[CH:20]2.O>CN(C)C1C=CN=CC=1.CC1C=CC=CC=1C>[CH3:13][O:12][C:9]1[CH:10]=[C:11]2[C:6](=[CH:7][C:8]=1[O:14][CH3:15])[N:5]=[CH:4][CH:3]=[C:2]2[O:16][C:17]1[CH:18]=[C:19]2[C:23](=[CH:24][CH:25]=1)[NH:22][C:21]([C:26]([O:28][CH2:29][CH3:30])=[O:27])=[CH:20]2. Procedure: 4-Chloro-6,7-dimethoxyquinoline (362 mg), ethyl 5-hydroxy-1H-2-indolecarboxylate (277 mg), and 4-dimethylaminopyridine (195 mg) were suspended in o-xylene, and the suspension was heated under reflux overnight. The reaction solution was cooled to room temperature, water was then added to the reaction solution, and the mixture was extracted with ethyl acetate. The ethyl acetate layer was then washed with saturated brine and was dried over anhydrous magnesium sulfate. The solvent was removed theref...